This data is from the Open Reaction Database (ORD), a public repository of structured organic reaction records. The task is: describe an organic reaction: reactants, conditions, products, and yield Starting materials: C(=O)(C(F)(F)F)O (TFA), NC1=C(C(=NN1[C@@H]1[C@@H](O)[C@@H](O)[C@@H](O1)CO)C#N)C#N (5-Amino-1-β-L-ribofuranosylpyrazole-3,4-dicarbonitrile), [NH4+].[OH-] (NH4OH), OO (H2O2). Run at time 12 hour. Product: NC1=C(C(=NN1[C@@H]1[C@@H](O)[C@@H](O)[C@@H](O1)CO)C(=O)N)C(=O)N (5-Amino-1-β-L-ribofuranosylpyrazole-3,4-dicarboxamide). Yield: 68.0%. Reaction SMILES: [C:1]([OH:7])([C:3](F)(F)F)=O.[NH2:8][C:9]1[N:13]([C@H:14]2[O:20][C@@H:19]([CH2:21][OH:22])[C@H:17]([OH:18])[C@@H:15]2[OH:16])[N:12]=[C:11]([C:23]#[N:24])C=1C#N.OO.[NH4+:29].[OH-:30]>>[NH2:8][C:9]1[N:13]([C@H:14]2[O:20][C@@H:19]([CH2:21][OH:22])[C@H:17]([OH:18])[C@@H:15]2[OH:16])[N:12]=[C:11]([C:23]([NH2:24])=[O:30])[C:3]=1[C:1]([NH2:29])=[O:7] |f:3.4|. Reported procedure: The TFA salt of 5-amino-1-β-L-ribofuranosylpyrazole-3,4-dicarbonitrile (28) (2.60 g, 10.0 mmol) was dissolved in conc. NH4OH (28%, 100 mL) and treated with H2O2 (30%, 15 mL). The reaction mixture was stirred at room temperature in a pressure bottle for 12 h, and then evaporated to dryness. The residue was co-evaporated with MeOH (3×50 mL). The crude product was crystallized from a mixture of EtOH/water to give 2.0 g (68%) of (29): mp×° C.; 1H NMR (Me2SO-d6) δ 3.60 (m, 2H, C5.CH2) 3.87 (m, 1H, C4...